Dataset: the Open Reaction Database (ORD), a public repository of structured organic reaction records. Task: describe an organic reaction: reactants, conditions, products, and yield Procedure details: The (1E)-[3-(allyloxy)-2-methyl-1-propenyl]benzene (107.79 g, 0.571 mol), [RuCl2(PPh3)3] (3.13 g), BHT (1 g) and benzene (500 ml) were heated together in an autoclave in an oil bath at 190° C. for 4 hours. After cooling to room temperature, solvents were evaporated and the product purified by column chromatography on silica gel (eluent: heptanes/ethyl acetate 10:1) followed by bulb-to-bulb distillation (88° C./0.009 mbar) to give 11.21 g of the desired compound (0.060 mol, 10%). As a reaction SMILES: C([O:4][CH2:5]/[C:6](/[CH3:14])=[CH:7]/[C:8]1[CH:13]=CC=C[CH:9]=1)C=C.[CH:15]1[CH:20]=[CH:19][CH:18]=[CH:17][CH:16]=1>>[CH3:14][CH:6]([CH2:7]/[C:8](/[CH3:13])=[CH:9]/[C:15]1[CH:20]=[CH:19][CH:18]=[CH:17][CH:16]=1)[CH:5]=[O:4]. The product is CC(C=O)C\C(=C\C1=CC=CC=C1)\C ((4E)-2,4-dimethyl-5-phenyl-4-pentenal). Isolated yield 10.0%. Starting materials: C(C=C)OC/C(=C/C1=CC=CC=C1)/C ((1E)-[3-(allyloxy)-2-methyl-1-propenyl]benzene), RuCl2(PPh3)3, C1=CC=CC=C1 (benzene). The reactants are [BH4-], CO, Cc1nc(Cl)ccc1C=O, [Na+]. Yields the product Cc1nc(Cl)ccc1CO. As a reaction SMILES: [BH4-:1].[CH3:13][OH:14].[Cl:3][c:4]1[n:5][c:6]([CH3:12])[c:7]([CH:8]=[O:9])[cH:10][cH:11]1.[Na+:2]>>[Cl:3][c:4]1[n:5][c:6]([CH3:12])[c:7]([CH2:8][OH:9])[cH:10][cH:11]1.